This data is from the Open Reaction Database (ORD), a public repository of structured organic reaction records. The task is: describe an organic reaction: reactants, conditions, products, and yield The reactants are 14a, C(C)(C)(C)OC([C@H](CCCCN(C[C@H](CCl)O)C(=O)OCC1=CC=CC=C1)NC(=O)OC(C)(C)C)=O ((2S,9R)-2-[(tert-Butoxycarbonyl)amino]-7-(carbobenzyloxy)-10-chloro-9-hydroxy-7-azadecanoic Acid tert-Butyl Ester), [C-]#N.[K+] (KCN), C1COCCOCCOCCOCCOCCO1 (18-crown-6). Yields the product C(C)(C)(C)OC([C@H](CCCCN(C[C@H](CC#N)O)C(=O)OCC1=CC=CC=C1)NC(=O)OC(C)(C)C)=O ((2S,9S)-2-[(tert-Butoxycarbonyl)amino]-7-(carbobenzyloxy)-10-cyano-9-hydroxy-7-azadecanoic Acid tert-Butyl Ester). Yield: 51.1%. Reaction SMILES: [C:1]([O:5][C:6](=[O:36])[C@@H:7]([NH:28][C:29]([O:31][C:32]([CH3:35])([CH3:34])[CH3:33])=[O:30])[CH2:8][CH2:9][CH2:10][CH2:11][N:12]([C:18]([O:20][CH2:21][C:22]1[CH:27]=[CH:26][CH:25]=[CH:24][CH:23]=1)=[O:19])[CH2:13][C@@H:14]([OH:17])[CH2:15]Cl)([CH3:4])([CH3:3])[CH3:2].[C-:37]#[N:38].[K+].C1OCCOCCOCCOCCOCCOC1>>[C:1]([O:5][C:6](=[O:36])[C@@H:7]([NH:28][C:29]([O:31][C:32]([CH3:35])([CH3:34])[CH3:33])=[O:30])[CH2:8][CH2:9][CH2:10][CH2:11][N:12]([C:18]([O:20][CH2:21][C:22]1[CH:27]=[CH:26][CH:25]=[CH:24][CH:23]=1)=[O:19])[CH2:13][C@@H:14]([OH:17])[CH2:15][C:37]#[N:38])([CH3:4])([CH3:3])[CH3:2] |f:1.2|. Procedure: According to the method described for the preparation of 14a, 13b (3.23 g, 6.10 mmol) was reacted with KCN (3.96 g, 60.82 mmol) and 18-crown-6 (242 mg, 0.92 mmol) to obtain 14b (1.62 g, 51%) as a colorless oil: 1H NMR δ 1.20-1.84 (m, 6H), 1.44 (s, 9H), 1.45 (s, 9H), 2.55 (m, 2H), 3.20-3.50 (m, 4H), 3.92 (dd, 1H, J=8.2, 5.1), 4.07 (m, 1H), 5.13 (s, 2H), 7.26-7.41 (m, 5H); 13C NMR δ 24.1, 24.2, 28.3, 28.8, 32.4, 55.7, 67.1, 68.4, 80.4, 82.5, 118.9, 129.0, 129.2, 129.6, 138.0, 158.1, 173.7; HRMS m/... The reactants are NCC1C(C(C(O1)OC(C(NCCCNC(C(NC(C(NC(NC(C(=O)O)C(C)C)=O)C1NC(NCC1)=N)=O)C(C(C)C)O)=O)C(=O)O)C1OC(C(C1O)O)N1C(NC(C=C1)=O)=O)OC)O (16-({[5-(aminomethyl)-4-hydroxy-3-methoxytetrahydro-2-furanyl]oxy}{5-[2,4-dioxo-3,4-dihydro-1 (2H)-pyrimidinyl]-3,4-dihydroxytetrahydro-2-furanyl}methyl)-9-(1-hydroxy-2-methylpropyl)-6-(2-iminohexahydro-4-pyrimidinyl)-2-isopropyl-4,7,10-trioxo-3,5,8,11,15-pentaazaheptadecane-1,17-dioic acid), C(CCCCC)N=C=O (hexylisocyanate). Solvent: N1=CC=CC=C1 (pyridine), CC(CC(C)=O)=O (2,4-pentanedione), CO (methanol). Yields the product NC[C@@H]1[C@@H]([C@H](C(O1)O[C@H](C1C(N(C(N1CCCNC(C(NC(C(NC(NC(C(=O)O)C(C)C)=O)C1NC(NCC1)=N)=O)C(C(C)C)O)=O)=O)CCCCCC)=O)[C@H]1O[C@H]([C@@H]([C@@H]1O)O)N1C(NC(C=C1)=O)=O)OC)O (14-[5-((R)-{[(3R,4S,5R)-5-(Aminomethyl)-4-hydroxy-3-methoxytetrahydro-2-furanyl]oxy}{(2S,3S,4R,5R)-5-[2,4-dioxo-3,4-dihydro-1 (2H)-pyrimidinyl]-3,4-dihydroxytetrahydro-2-furanyl}methyl)-3-hexyl-2,4-dioxo-1-imidazolidinyl]-9-(1-hydroxy-2-methylpropyl)-6-(2-iminohexahydro-4-pyrimidinyl)-2-isopropyl-4,7,10-trioxo-3,5,8,11-tetraazatetradecan-1-oic acid). The yield is 56.9%. Reaction SMILES: [NH2:1][CH2:2][CH:3]1[O:7][CH:6]([O:8][CH:9]([CH:49]2[CH:53]([OH:54])[CH:52]([OH:55])[CH:51]([N:56]3[CH:61]=[CH:60][C:59](=[O:62])[NH:58][C:57]3=[O:63])[O:50]2)[CH:10]([C:46](O)=[O:47])[NH:11][CH2:12][CH2:13][CH2:14][NH:15][C:16](=[O:45])[CH:17]([CH:40]([OH:44])C(C)C)[NH:18][C:19](=[O:39])[CH:20]([CH:32]2[CH2:37][CH2:36][NH:35][C:34](=[NH:38])[NH:33]2)[NH:21][C:22](=[O:31])[NH:23][CH:24](C(C)C)[C:25]([OH:27])=[O:26])[CH:5]([O:64][CH3:65])[CH:4]1[OH:66].[CH2:67]([N:73]=[C:74]=[O:75])[CH2:68][CH2:69][CH2:70][CH2:71][CH3:72]>CO.N1C=CC=CC=1.CC(=O)CC(=O)C>[NH2:1][CH2:2][C@H:3]1[O:7][CH:6]([O:8][C@@H:9]([C@@H:49]2[C@@H:53]([OH:54])[C@@H:52]([OH:55])[C@H:51]([N:56]3[CH:61]=[CH:60][C:59](=[O:62])[NH:58][C:57]3=[O:63])[O:50]2)[CH:10]2[N:11]([CH2:12][CH2:13][CH2:14][NH:15][C:16](=[O:45])[CH:17]([CH:40]([OH:44])[CH:9]([CH3:49])[CH3:10])[NH:18][C:19](=[O:39])[CH:20]([CH:32]3[CH2:37][CH2:36][NH:35][C:34](=[NH:38])[NH:33]3)[NH:21][C:22](=[O:31])[NH:23][CH:24]([CH:3]([CH3:4])[CH3:2])[C:25]([OH:27])=[O:26])[C:74](=[O:75])[N:73]([CH2:67][CH2:68][CH2:69][CH2:70][CH2:71][CH3:72])[C:46]2=[O:47])[C@H:5]([O:64][CH3:65])[C@H:4]1[OH:66]. Procedure: The title compound is prepared by the procedure of Example 1, using 47.3 mg (50 μmol) of 16-({[5-(aminomethyl)-4-hydroxy-3-methoxytetrahydro-2-furanyl]oxy}{5-[2,4-dioxo-3,4-dihydro-1 (2H)-pyrimidinyl]-3,4-dihydroxytetrahydro-2-furanyl}methyl)-9-(1-hydroxy-2-methylpropyl)-6-(2-iminohexahydro-4-pyrimidinyl)-2-isopropyl-4,7,10-trioxo-3,5,8,11,15-pentaazaheptadecane-1,17-dioic acid (λmax nm in water=259) in 3.0 ml of methanol, 200 μl of pyridine, 200 μl of 2,4-pentanedione and 50 μmol of hexylisocya... Starting materials: Cc1ccc(C)c(C)c1, CCOC(=O)C=C(ONC(=N)C(C)(C)COCCCl)C(=O)OCC, CCOC(=O)c1nc(C(C)(C)COCCCl)[nH]c(=O)c1O. The product is CC(C)(COCCCl)C(=N)NO. RXN SMILES: [CH3:46][c:47]1[cH:48][c:49]([CH3:50])[c:51]([CH3:52])[cH:53][cH:54]1.[Cl:1][CH2:2][CH2:3][O:4][CH2:5][C:6]([C:7]([NH:8][O:9][C:10](=[CH:11][C:12]([O:13][CH2:14][CH3:15])=[O:16])[C:17]([O:18][CH2:19][CH3:20])=[O:21])=[NH:22])([CH3:23])[CH3:24].[Cl:25][CH2:26][CH2:27][O:28][CH2:29][C:30]([c:31]1[nH:32][c:33](=[O:34])[c:35]([OH:36])[c:37]([C:38]([O:39][CH2:40][CH3:41])=[O:42])[n:43]1)([CH3:44])[CH3:45]>>[Cl:1][CH2:2][CH2:3][O:4][CH2:5][C:6]([C:7]([NH:8][OH:9])=[NH:22])([CH3:23])[CH3:24]. The reactants are Graphite, S1C=CC=C1 (thiophene), C1(CCCC1)C(=O)Cl (cyclopentanecarboxylic acid chloride), C1(CCCC1)C(=O)Cl (Cyclopentanecarboxylic Acid Chloride). Run in ClC1=C(C=CC=C1)Cl (o-dichlorobenzene). Run at time 1.5 hour. The product is S1C(=CC=C1)C(=O)C1CCCC1 (cyclopentyl 2-thienyl ketone). As a reaction SMILES: [S:1]1[CH:5]=[CH:4][CH:3]=[CH:2]1.[CH:6]1([C:11](Cl)=[O:12])[CH2:10][CH2:9][CH2:8][CH2:7]1>ClC1C=CC=CC=1Cl>[S:1]1[CH:5]=[CH:4][CH:3]=[C:2]1[C:11]([CH:6]1[CH2:10][CH2:9][CH2:8][CH2:7]1)=[O:12]. Reported procedure: Graphite (6.0 g) was added to a mixture of thiophene (2.46 g, 29.2 mmol) and cyclopentanecarboxylic acid chloride (29.2 mmol assumed--the crude mixture from Example 1) in 50 mL of o-dichlorobenzene. The mixture was heated and kept at 80° C. for 1.5 hours. It is understood that lower temperatures can be used for longer times, or higher temperatures for shorter times while achieving good yields of cyclopentyl 2-thienyl ketone. After cooling down to room temperature, graphite was removed by filtrat... Reactants: O1CCNCCOCCNCC1 (1,7-dioxa-4,10-diazacyclododecane), CC(CC(=O)Cl)(C)C (3,3-dimethylbutyryl chloride). Product: CC(CC(=O)N1CCOCCN(CCOCC1)C(CC(C)(C)C)=O)(C)C (4,10-Bis(3,3-dimethylbutyroyl)-1,7-dioxa-4,10-diazacyclododecane). Reaction SMILES: [O:1]1[CH2:12][CH2:11][NH:10][CH2:9][CH2:8][O:7][CH2:6][CH2:5][NH:4][CH2:3][CH2:2]1.[CH3:13][C:14]([CH3:20])([CH3:19])[CH2:15][C:16](Cl)=[O:17]>>[CH3:13][C:14]([CH3:20])([CH3:19])[CH2:15][C:16]([N:4]1[CH2:5][CH2:6][O:7][CH2:8][CH2:9][N:10]([C:16](=[O:17])[CH2:15][C:14]([CH3:20])([CH3:19])[CH3:13])[CH2:11][CH2:12][O:1][CH2:2][CH2:3]1)=[O:17]. Procedure details: Analogously to Example 2 from 1,7-dioxa-4,10-diazacyclododecane and 3,3-dimethylbutyryl chloride. Reactants: ClC(Cl)(Cl)Cl, CC(C)OP(=O)(OC(C)C)C(C)C=O, O=S(=O)(Cl)Cl. Product: CC(C)OP(=O)(OC(C)C)C(C)(Cl)C=O. RXN SMILES: [C:20]([Cl:21])([Cl:22])([Cl:23])[Cl:24].[CH:6]([CH3:7])([CH3:8])[O:9][P:10]([O:11][CH:12]([CH3:13])[CH3:14])(=[O:15])[CH:16]([CH3:17])[CH:18]=[O:19].[S:1]([Cl:2])(=[O:3])([Cl:4])=[O:5]>>[Cl:4][C:16]([P:10]([O:9][CH:6]([CH3:7])[CH3:8])([O:11][CH:12]([CH3:13])[CH3:14])=[O:15])([CH3:17])[CH:18]=[O:19]. Starting materials: ice, OS(=O)(=O)O (H2SO4), [N+](=O)(O)[O-] (HNO3), C(C)C1=[N+](C=CC=C1)[O-] (2-ethyl-pyridine-1-oxide). Run at temperature 80 celsius. Product: C(C)C1=[N+](C=CC(=C1)[N+](=O)[O-])[O-] (2-Ethyl-4-nitro-pyridine-1-oxide). Reaction SMILES: OS(O)(=O)=O.[N+:6]([O-:9])(O)=[O:7].[CH2:10]([C:12]1[CH:17]=[CH:16][CH:15]=[CH:14][N+:13]=1[O-:18])[CH3:11]>>[CH2:10]([C:12]1[CH:17]=[C:16]([N+:6]([O-:9])=[O:7])[CH:15]=[CH:14][N+:13]=1[O-:18])[CH3:11]. Reported procedure: Concentrated H2SO4 (1826.0 g, 18.660 mol) and fuming HNO3 (1174.0 g, 18.640 mol) are mixed at 0° C. Then 573.8 g (4.7 mol) 2-ethyl-pyridine-1-oxide are added to the mixture over 1 h. The resulting mixture is heated to 80° C. for 3 h. After cooling to RT, the mixture is slowly poured into the crushed ice with fierce stirring. The aqueous layer is extracted with DCM (6×1.0 L), the combined layer is dried over anhydrous Na2SO4. The solvent is removed in vaccuo to afford the title compound. Yield: 7... Reactants: CN(c1ccc2c(c1)C(C)(C)CCC2(C)C)c1ccc(C#N)cc1[N+](=O)[O-], CCOC(C)=O, [Na+], [OH-], O. Product: CN(c1ccc2c(c1)C(C)(C)CCC2(C)C)c1ccc(C#N)cc1N. Reaction SMILES: [CH3:1][N:2]([c:3]1[c:4]([N+:11]([O-:12])=[O:13])[cH:5][c:6]([C:7]#[N:8])[cH:9][cH:10]1)[c:14]1[cH:15][c:16]2[c:21]([cH:22][cH:23]1)[C:20]([CH3:24])([CH3:25])[CH2:19][CH2:18][C:17]2([CH3:26])[CH3:27].[CH3:31][CH2:32][O:33][C:34]([CH3:35])=[O:36].[Na+:29].[OH-:28].[OH2:30]>>[CH3:1][N:2]([c:3]1[c:4]([NH2:11])[cH:5][c:6]([C:7]#[N:8])[cH:9][cH:10]1)[c:14]1[cH:15][c:16]2[c:21]([cH:22][cH:23]1)[C:20]([CH3:24])([CH3:25])[CH2:19][CH2:18][C:17]2([CH3:26])[CH3:27]. Starting materials: O=C(O)C1N(Cc2ccccc2)CC2CCCCC21C(=O)O, CO, [H][H]. The product is O=C(O)C1NCC2CCCCC21C(=O)O. As a reaction SMILES: [CH2:1]([c:2]1[cH:3][cH:4][cH:5][cH:6][cH:7]1)[N:8]1[CH:9]([C:20](=[O:21])[OH:22])[C:10]2([C:17](=[O:18])[OH:19])[CH2:11][CH2:12][CH2:13][CH2:14][CH:15]2[CH2:16]1.[CH3:25][OH:26].[H:23][H:24]>>[NH:8]1[CH:9]([C:20](=[O:21])[OH:22])[C:10]2([C:17](=[O:18])[OH:19])[CH2:11][CH2:12][CH2:13][CH2:14][CH:15]2[CH2:16]1. Starting materials: COC(=O)C1=CC=C(C=C1)C1=CC=C(C=C1)O (4-hydroxy-biphenyl-4'-carboxylic acid methyl ester), C(C1=CC=CC=C1)Br (benzyl bromide), C([O-])([O-])=O.[K+].[K+] (potassium carbonate). Run in CN(C)C=O (DMF). Product: COC(=O)C1=CC=C(C=C1)C1=CC=C(C=C1)OCC1=CC=CC=C1 (4-benzyloxybiphenyl-4'-carboxylic acid methyl ester). RXN SMILES: [CH3:1][O:2][C:3]([C:5]1[CH:10]=[CH:9][C:8]([C:11]2[CH:16]=[CH:15][C:14]([OH:17])=[CH:13][CH:12]=2)=[CH:7][CH:6]=1)=[O:4].[CH2:18](Br)[C:19]1[CH:24]=[CH:23][CH:22]=[CH:21][CH:20]=1.C(=O)([O-])[O-].[K+].[K+]>CN(C=O)C>[CH3:1][O:2][C:3]([C:5]1[CH:10]=[CH:9][C:8]([C:11]2[CH:16]=[CH:15][C:14]([O:17][CH2:18][C:19]3[CH:24]=[CH:23][CH:22]=[CH:21][CH:20]=3)=[CH:13][CH:12]=2)=[CH:7][CH:6]=1)=[O:4] |f:2.3.4|. Procedure details: 4-Benzyloxybenzoic acid chloride and an optically active 1,1,1-trifluoro-2-alkanol were allowed to react to give 1,1,1-trifluoro-2-alkyl 4-benzyloxybenzoate, which was subjected to hydrogenolysis to give 1,1,1-trifluoro-2-alkyl 4-hydroxybenzoate. An alkyl bromide and 2-hydroxynaphthalene-6-carboxylic acid methyl ester were allowed to react in the presence of potassium carbonate in a solvent such as dimethylformamide and then subjected to hydrolysis with an aqueous sodium hydroxide. The hydrolyze...